Dataset: the Open Reaction Database (ORD), a public repository of structured organic reaction records. Task: describe an organic reaction: reactants, conditions, products, and yield Starting materials: C1(=CC=CC=C1)NN (phenylhydrazine), S(=O)(=O)(O)[O-].[Na+] (sodium hydrogen sulphate), CC(CCCCC)=O (heptan-2-one). The solvent is O (water). Conditions: temperature 100 celsius, time 7 hour. Product: CC=1NC2=CC=CC=C2C1CCCC (2-Methyl-3-butylindole). The yield is 62.0%. As a reaction SMILES: [C:1]1([NH:7]N)[CH:6]=[CH:5][CH:4]=[CH:3][CH:2]=1.S([O-])(O)(=O)=O.[Na+].[CH3:15][C:16](=O)[CH2:17][CH2:18][CH2:19][CH2:20][CH3:21]>O>[CH3:15][C:16]1[NH:7][C:1]2[C:6]([C:17]=1[CH2:18][CH2:19][CH2:20][CH3:21])=[CH:5][CH:4]=[CH:3][CH:2]=2 |f:1.2|. Procedure: 27 g (0.25 mol) of phenylhydrazine were initially introduced at 90° C. in a solution of 1.12 mol of sodium hydrogen sulphate in 420 ml of water. 30 g (0.263 mol) of heptan-2-one were metered in in the course of 30 min. This mixture was stirred for 7 h at 100° C. After cooling, the batch was neutralised and the organic phase was separated off and distilled. 2-Methyl-3-butylindole was obtained in a yield of 62%.